From a dataset of the Open Reaction Database (ORD), a public repository of structured organic reaction records. describe an organic reaction: reactants, conditions, products, and yield The reactants are COc1ccccc1C=O, CO, Cl, NC1C(c2ccccc2)CC(=O)NC1c1ccccc1. The product is COc1ccccc1CNC1C(c2ccccc2)CC(=O)NC1c1ccccc1. Reaction SMILES: [CH3:22][O:23][c:24]1[c:25]([CH:26]=[O:27])[cH:28][cH:29][cH:30][cH:31]1.[CH3:32][OH:33].[ClH:21].[NH2:1][CH:2]1[CH:3]([c:15]2[cH:16][cH:17][cH:18][cH:19][cH:20]2)[CH2:4][C:5](=[O:14])[NH:6][CH:7]1[c:8]1[cH:9][cH:10][cH:11][cH:12][cH:13]1>>[NH:1]([CH:2]1[CH:3]([c:15]2[cH:16][cH:17][cH:18][cH:19][cH:20]2)[CH2:4][C:5](=[O:14])[NH:6][CH:7]1[c:8]1[cH:9][cH:10][cH:11][cH:12][cH:13]1)[CH2:26][c:25]1[c:24]([O:23][CH3:22])[cH:31][cH:30][cH:29][cH:28]1.